Dataset: the Open Reaction Database (ORD), a public repository of structured organic reaction records. Task: describe an organic reaction: reactants, conditions, products, and yield Reactants: [Br-], [Br-], [Br-], COc1ccc2c(c1)CCCN2, ClCCl, c1cc[nH+]cc1, c1cc[nH+]cc1, c1cc[nH+]cc1. Yields the product COc1cc(Br)c2c(c1)CCCN2. RXN SMILES: [Br-:13].[Br-:14].[Br-:15].[CH3:1][O:2][c:3]1[cH:4][c:5]2[c:10]([cH:11][cH:12]1)[NH:9][CH2:8][CH2:7][CH2:6]2.[Cl:34][CH2:35][Cl:36].[nH+:16]1[cH:17][cH:18][cH:19][cH:20][cH:21]1.[nH+:22]1[cH:23][cH:24][cH:25][cH:26][cH:27]1.[nH+:28]1[cH:29][cH:30][cH:31][cH:32][cH:33]1>>[CH3:1][O:2][c:3]1[cH:4][c:5]2[c:10]([c:11]([Br:13])[cH:12]1)[NH:9][CH2:8][CH2:7][CH2:6]2. Reactants: [H-].[Na+] (sodium hydride), ClCC1=CC(=C(C(=C1)C(C)(C)C)O)C(C)(C)C (4-chloromethyl-2, 6-di-tert-butylphenol). Solvent: CN(C=O)C (dimethyl formamide), CN(C=O)C (dimethyl formamide). Conditions: time 30 minute. The product is ClCC1=CC(=C([O-])C(=C1)C(C)(C)C)C(C)(C)C.[Na+] (sodium 4-chloromethyl-2, 6-di-tert-butylphenoxide). Reaction SMILES: [H-].[Na+:2].[Cl:3][CH2:4][C:5]1[CH:10]=[C:9]([C:11]([CH3:14])([CH3:13])[CH3:12])[C:8]([OH:15])=[C:7]([C:16]([CH3:19])([CH3:18])[CH3:17])[CH:6]=1>CN(C)C=O>[Cl:3][CH2:4][C:5]1[CH:10]=[C:9]([C:11]([CH3:13])([CH3:12])[CH3:14])[C:8]([O-:15])=[C:7]([C:16]([CH3:19])([CH3:18])[CH3:17])[CH:6]=1.[Na+:2] |f:0.1,4.5|. Reported procedure: To a stirred suspension of sodium hydride (2 g.) in dry dimethyl formamide (20 ml.) was added dropwise a solution of 4-chloromethyl-2, 6-di-tert-butylphenol (10 g.) in dimethyl formamide (40 ml.) at 25°-30° C. The mixture was stirred for 30 minutes, during which gas evolution ceased, so as to produce a solution of sodium 4-chloromethyl-2, 6-di-tert-butylphenoxide. Run in CN(C)C=O (DMF). Product: CC(C(=O)N1[C@H](C(=O)NCC2=C(C=CC(=C2)Cl)CNC(=O)OC(C)(C)C)CCC1)(C#CC(C)C)O (1-(2,5-dimethyl-2-hydroxy-3-hexynoyl)-N-(2-tert-butyloxycarbonylaminomethyl-5-chlorobenzyl)-L-prolinamide). Procedure: To a stirred solution of ethyl 2-hydroxy-2,5-dimethyl-3-hexynoic acid from the previous step (0.033 g, 0.21 mmol), L-prolin-N-(2-(tert-butyloxycarbonylaminomethyl)-5-chlorobenzyl)amide (0.080 g, 0.22 mmol) and HOBT hydrate (0.088 g, 0.24 mmol) in DMF (3 mL) was added EDC (0.032 g, 0.24 mmol). Diisopropylethylamine was then added in portions (˜0.15 mL total) to bring the pH of the solution to 6-7 as measured on wetted E. Merck pH indicator strips. The mixture was stirred at ambient temperature fo... RXN SMILES: C([C:3]([CH3:13])([CH3:12])[C:4]#[C:5][C:6]([OH:11])([CH3:10])[C:7]([OH:9])=O)C.[C:14]([O:18][C:19]([NH:21][CH2:22][C:23]1[CH:37]=[CH:36][C:35]([Cl:38])=[CH:34][C:24]=1[CH2:25][NH:26][C:27](=[O:33])[C@@H:28]1[CH2:32][CH2:31][CH2:30][NH:29]1)=[O:20])([CH3:17])([CH3:16])[CH3:15].C1C=C2N=NN(O)C2=CC=1.O.C(Cl)CCl.C(N(C(C)C)CC)(C)C>CN(C=O)C>[CH3:10][C:6]([OH:11])([C:5]#[C:4][CH:3]([CH3:12])[CH3:13])[C:7]([N:29]1[CH2:30][CH2:31][CH2:32][C@H:28]1[C:27]([NH:26][CH2:25][C:24]1[CH:34]=[C:35]([Cl:38])[CH:36]=[CH:37][C:23]=1[CH2:22][NH:21][C:19]([O:18][C:14]([CH3:15])([CH3:16])[CH3:17])=[O:20])=[O:33])=[O:9] |f:2.3|. The reactants are C(C)(C)N(CC)C(C)C (Diisopropylethylamine), C(C)C(C#CC(C(=O)O)(C)O)(C)C (ethyl 2-hydroxy-2,5-dimethyl-3-hexynoic acid), C(C)(C)(C)OC(=O)NCC1=C(CNC([C@H]2NCCC2)=O)C=C(C=C1)Cl (L-prolin-N-(2-(tert-butyloxycarbonylaminomethyl)-5-chlorobenzyl)amide), C1=CC=C2C(=C1)N=NN2O.O (HOBT hydrate), C(CCl)Cl (EDC). Conditions: time 2 day. Starting materials: [H-].[Al+3].[Li+].[H-].[H-].[H-] (Lithium aluminum hydride), O1CCCC1 (tetrahydrofuran), [F-].[Na+] (Sodium fluoride), CN(C(CNC(C1=CC=CC=C1)(C1=CC=CC=C1)C1=CC=CC=C1)=O)C=1C=NN(C1NC(C1=CC=CC=C1)(C1=CC=CC=C1)C1=CC=CC=C1)C (N-Methyl-N-[1-methyl-5-(tritylamino)-1H-pyrazol-4-yl]-2-(tritylamino)acetamide). Run in O (water). Reaction conditions: time 20 minute. The product is CN(C=1C=NN(C1NC(C1=CC=CC=C1)(C1=CC=CC=C1)C1=CC=CC=C1)C)CCNC(C1=CC=CC=C1)(C1=CC=CC=C1)C1=CC=CC=C1 (N4,1-dimethyl-N5-trityl-N4-[2-(tritylamino)ethyl]-1H-pyrazole-4,5-diamine). The yield is 37.8%. As a reaction SMILES: [H-].[Al+3].[Li+].[H-].[H-].[H-].O1CCCC1.[CH3:12][N:13]([C:37]1[CH:38]=[N:39][N:40]([CH3:62])[C:41]=1[NH:42][C:43]([C:56]1[CH:61]=[CH:60][CH:59]=[CH:58][CH:57]=1)([C:50]1[CH:55]=[CH:54][CH:53]=[CH:52][CH:51]=1)[C:44]1[CH:49]=[CH:48][CH:47]=[CH:46][CH:45]=1)[C:14](=O)[CH2:15][NH:16][C:17]([C:30]1[CH:35]=[CH:34][CH:33]=[CH:32][CH:31]=1)([C:24]1[CH:29]=[CH:28][CH:27]=[CH:26][CH:25]=1)[C:18]1[CH:23]=[CH:22][CH:21]=[CH:20][CH:19]=1.[F-].[Na+]>O>[CH3:12][N:13]([CH2:14][CH2:15][NH:16][C:17]([C:30]1[CH:35]=[CH:34][CH:33]=[CH:32][CH:31]=1)([C:18]1[CH:19]=[CH:20][CH:21]=[CH:22][CH:23]=1)[C:24]1[CH:25]=[CH:26][CH:27]=[CH:28][CH:29]=1)[C:37]1[CH:38]=[N:39][N:40]([CH3:62])[C:41]=1[NH:42][C:43]([C:50]1[CH:55]=[CH:54][CH:53]=[CH:52][CH:51]=1)([C:56]1[CH:61]=[CH:60][CH:59]=[CH:58][CH:57]=1)[C:44]1[CH:45]=[CH:46][CH:47]=[CH:48][CH:49]=1 |f:0.1.2.3.4.5,8.9|. Reported procedure: Lithium aluminum hydride (455 mg) was added slowly to tetrahydrofuran (40 ml) at 0° C. and the mixture was stirred for 20 minutes. N-Methyl-N-[1-methyl-5-(tritylamino)-1H-pyrazol-4-yl]-2-(tritylamino)acetamide (2 g) was added to the mixture at 0° C., and the whole mixture was stirred for 2 hours with warming to room temperature and refluxed for 2 hours. Sodium fluoride (2.51 g) and water (862 mg) were added to the mixture, and the whole mixture was stirred at room temperature for 30 minutes. The... The reactants are CC=1SC=C(N1)C1=CC=C(OCCN)C=C1 (2-[4-(2-methyl-thiazol-4-yl)-phenoxy]-ethylamine), C(C)(=O)NC1=CC=C(C=N1)C(COS(=O)(=O)C1=CC=C(C=C1)C)O[Si](C)(C)C(C)(C)C (toluene-4-sulfonic acid 2-(6-acetylamino-pyridin-3-yl)-2-(tert-butyl-dimethyl-silanyloxy)-ethyl ester), C(C)(C)N(CC)C(C)C (diisopropyl ethyl amine). The solvent is CS(=O)C (dimethylsulfoxide). Reaction conditions: temperature 80 celsius. Yields the product C(C)(C)(C)[Si](O[C@@H](CNCCOC1=CC=C(C=C1)C=1N=C(SC1)C)C=1C=CC(=NC1)NC(C)=O)(C)C ((R)-N-[5-(1-(tert-Butyl-dimethyl-silanyloxy)-2-{2-[4-(2-methyl-thiazol-4-yl)-phenoxy]ethylamino}-ethyl)-pyridin-2-yl]-acetamide). The yield is 44.6%. RXN SMILES: [CH3:1][C:2]1[S:3][CH:4]=[C:5]([C:7]2[CH:16]=[CH:15][C:10]([O:11][CH2:12][CH2:13][NH2:14])=[CH:9][CH:8]=2)[N:6]=1.[C:17]([NH:20][C:21]1[N:26]=[CH:25][C:24]([CH:27]([O:40][Si:41]([C:44]([CH3:47])([CH3:46])[CH3:45])([CH3:43])[CH3:42])[CH2:28]OS(C2C=CC(C)=CC=2)(=O)=O)=[CH:23][CH:22]=1)(=[O:19])[CH3:18].C(N(C(C)C)CC)(C)C>CS(C)=O>[C:44]([Si:41]([CH3:43])([CH3:42])[O:40][C@H:27]([C:24]1[CH:23]=[CH:22][C:21]([NH:20][C:17](=[O:19])[CH3:18])=[N:26][CH:25]=1)[CH2:28][NH:14][CH2:13][CH2:12][O:11][C:10]1[CH:15]=[CH:16][C:7]([C:5]2[N:6]=[C:2]([CH3:1])[S:3][CH:4]=2)=[CH:8][CH:9]=1)([CH3:47])([CH3:46])[CH3:45]. Procedure: In a round-bottomed flask, 2-[4-(2-methyl-thiazol-4-yl)-phenoxy]-ethylamine (175 mg, 0.747 mmol) and toluene-4-sulfonic acid 2-(6-acetylamino-pyridin-3-yl)-2-(tert-butyl-dimethyl-silanyloxy)-ethyl ester (231 mg, 0.498 mmol) were dissolved in dimethylsulfoxide (0.50 mL), and diisopropyl ethyl amine (0.105 mL, 0.600 mmol) was added in one portion. The resulting mixture was heated to about 80° C. for about sixteen hours, and was then partitioned between diethyl ether and water. The aqueous phase wa... Starting materials: ClC1=C(C(=CC=C1)Cl)C1=NOC(=C1COC1=CC=C(C=C1)C=1C=C2N=CC(=NC2=CC1)C(=O)OCC)C(C)C (ethyl 6-[4-({[3-(2,6-dichlorophenyl) -5-(1-methylethyl)-4-isoxazolyl]methyl}oxy)phenyl]-2-quinoxalinecarboxylate), [OH-].[Na+] (sodium hydroxide). Run in C(C)O (ethanol), O1CCCC1 (tetrahydrofuran). Conditions: time 3.5 hour. The product is ClC1=C(C(=CC=C1)Cl)C1=NOC(=C1COC1=CC=C(C=C1)C=1C=C2N=CC(=NC2=CC1)C(=O)O)C(C)C (6-[4-({[3-(2,6-dichlorophenyl)-5-(1-methylethyl)-4-isoxazolyl]methyl}oxy)phenyl]-2-quinoxalinecarboxylic acid). Yield: 88.9%. As a reaction SMILES: [Cl:1][C:2]1[CH:7]=[CH:6][CH:5]=[C:4]([Cl:8])[C:3]=1[C:9]1[C:13]([CH2:14][O:15][C:16]2[CH:21]=[CH:20][C:19]([C:22]3[CH:23]=[C:24]4[C:29](=[CH:30][CH:31]=3)[N:28]=[C:27]([C:32]([O:34]CC)=[O:33])[CH:26]=[N:25]4)=[CH:18][CH:17]=2)=[C:12]([CH:37]([CH3:39])[CH3:38])[O:11][N:10]=1.[OH-].[Na+]>C(O)C.O1CCCC1>[Cl:1][C:2]1[CH:7]=[CH:6][CH:5]=[C:4]([Cl:8])[C:3]=1[C:9]1[C:13]([CH2:14][O:15][C:16]2[CH:17]=[CH:18][C:19]([C:22]3[CH:23]=[C:24]4[C:29](=[CH:30][CH:31]=3)[N:28]=[C:27]([C:32]([OH:34])=[O:33])[CH:26]=[N:25]4)=[CH:20][CH:21]=2)=[C:12]([CH:37]([CH3:39])[CH3:38])[O:11][N:10]=1 |f:1.2|. Reported procedure: To a stirred solution of ethyl 6-[4-({[3-(2,6-dichlorophenyl) -5-(1-methylethyl)-4-isoxazolyl]methyl}oxy)phenyl]-2-quinoxalinecarboxylate (0.112 g, 0.20 mmol) in ethanol (5 mL) and tetrahydrofuran (5 mL) was added 1 N sodium hydroxide (0.21 mL, 0.21 mmol). The reaction mixture was stirred at room temperature under nitrogen for 3.5 hours. The solvent was removed in vacuo and water (5 mL) was added to the resulting solid. The pH of the aqueous mixture was adjusted to ˜3 (litmus paper) with 1 N HCl... The reactants are Nc1ccc(Br)cn1, C1CCOC1, CC(=O)OC(C)=O. The product is CC(=O)Nc1ccc(Br)cn1. Reaction SMILES: [Br:1][c:2]1[cH:3][cH:4][c:5]([NH2:8])[n:6][cH:7]1.[CH2:16]1[O:17][CH2:18][CH2:19][CH2:20]1.[CH3:9][C:10](=[O:11])[O:12][C:13](=[O:14])[CH3:15]>>[Br:1][c:2]1[cH:3][cH:4][c:5]([NH:8][C:10]([CH3:9])=[O:11])[n:6][cH:7]1. Isolated yield 81.7%. Procedure: A mixture of 3.7 g (0.01 mole) of 5-amino-N,N-diethyl-2H[1]benzoselenino[4,3,2-cd]indazole-2-ethanamine, 5.9 g (0.029 mole) of 2-bromoethylamine, hydrobromide, and 25 ml of ethanol is heated under reflux for ten hours. Additional 2-bromoethylamine, hydrobromide (2.0 g) is added and the solution is heated at reflux for 38 hours, then allowed to cool to 25° C. The solids are collected and washed with cold ethanol to give 3.5 g of the dried product as a salt with 2.8 equivalents of hydrogen bromide... Reaction SMILES: [NH2:1][C:2]1[CH:10]=[CH:9][C:8]2[N:7]([CH2:11][CH2:12][N:13]([CH2:16][CH3:17])[CH2:14][CH3:15])[N:6]=[C:5]3[C:18]4[CH:24]=[CH:23][CH:22]=[CH:21][C:19]=4[Se:20][C:3]=1[C:4]=23.Br.Br[CH2:27][CH2:28][NH2:29].Br>C(O)C>[CH2:14]([N:13]([CH2:16][CH3:17])[CH2:12][CH2:11][N:7]1[C:8]2[CH:9]=[CH:10][C:2]([NH:1][CH2:27][CH2:28][NH2:29])=[C:3]3[Se:20][C:19]4[CH:21]=[CH:22][CH:23]=[CH:24][C:18]=4[C:5]([C:4]=23)=[N:6]1)[CH3:15] |f:1.2|. Conditions: temperature 25 celsius. The reactants are Br (hydrogen bromide), NC1=C2C=3C(=NN(C3C=C1)CCN(CC)CC)C1=C([Se]2)C=CC=C1 (5-amino-N,N-diethyl-2H[1]benzoselenino[4,3,2-cd]indazole-2-ethanamine), Br.BrCCN (2-bromoethylamine, hydrobromide), Br.BrCCN (2-bromoethylamine, hydrobromide). The solvent is C(C)O (ethanol). The product is C(C)N(CCN1N=C2C=3C(=C(C=CC13)NCCN)[Se]C1=C2C=CC=C1)CC (N-[2-[2-(diethylamino)ethyl]-2H-[1]-benzoselenino[4,3,2-cd]indazol-5-yl]-1,2-ethanediamine).